Dataset: the Open Reaction Database (ORD), a public repository of structured organic reaction records. Task: describe an organic reaction: reactants, conditions, products, and yield Reactants: [BH4-], COC(=O)CC(=O)C(NC(=O)OCc1ccccc1)C(C)C, CO, [K+]. Product: COC(=O)CC(O)C(NC(=O)OCc1ccccc1)C(C)C. As a reaction SMILES: [BH4-:23].[CH3:1][O:2][C:3]([CH2:4][C:5]([CH:6]([CH:7]([CH3:8])[CH3:9])[NH:10][C:11](=[O:12])[O:13][CH2:14][c:15]1[cH:16][cH:17][cH:18][cH:19][cH:20]1)=[O:21])=[O:22].[CH3:25][OH:26].[K+:24]>>[CH3:1][O:2][C:3]([CH2:4][CH:5]([CH:6]([CH:7]([CH3:8])[CH3:9])[NH:10][C:11](=[O:12])[O:13][CH2:14][c:15]1[cH:16][cH:17][cH:18][cH:19][cH:20]1)[OH:21])=[O:22]. The reactants are N1C=NCCC1 (1,4,5,6-tetrahydropyrimidine), ClCC=O (chloroacetaldehyde). Solvent: CC(=O)C (acetone). The product is N1(C=NCCC1)CC=O (1,4,5,6-tetrahydropyrimidine-1-acetaldehyde). RXN SMILES: [NH:1]1[CH2:6][CH2:5][CH2:4][N:3]=[CH:2]1.Cl[CH2:8][CH:9]=[O:10]>CC(C)=O>[N:3]1([CH2:8][CH:9]=[O:10])[CH2:4][CH2:5][CH2:6][N:1]=[CH:2]1. Procedure details: A mixture of 8.4 g. of 1,4,5,6-tetrahydropyrimidine and 7.8 g. of chloroacetaldehyde is refluxed in 100 ml. of acetone for two hours. The solvent is removed in vacuo and the residue is taken up in water and neutralized with 1N sodium hydroxide. Extracting with chloroform, drying and removing the solvent in vacuo gives 1,4,5,6-tetrahydropyrimidine-1-acetaldehyde. Starting materials: CS(=O)(=O)OCC1CCN(CC1)C(=O)OC(C)(C)C ((1-tert-butoxycarbonylpiperidin-4-ylmethyl) methanesulfonate), N1C(C=2N3C(C=CC=C13)=NC2)=O (1,2-dihydro-1,4,7b-triazacyclopent[cd]inden-2-one), C1CCC2=NCCCN2CC1 (DBU). The solvent is O (water), CN(C)C=O (DMF). Yields the product C(C)(C)(C)OC(=O)N1CCC(CC1)CN1C(C=2N3C(C=CC=C13)=NC2)=O (1,2-dihydro-1-(1-tert-butoxycarbonylpiperidin-4-ylmethyl)-1,4,7b-triazacyclopent[cd]inden-2-one). Isolated yield 43.5%. RXN SMILES: CS(O[CH2:6][CH:7]1[CH2:12][CH2:11][N:10]([C:13]([O:15][C:16]([CH3:19])([CH3:18])[CH3:17])=[O:14])[CH2:9][CH2:8]1)(=O)=O.[NH:20]1[C:28]2[N:23]3[C:24](=[N:29][CH:30]=[C:22]3[C:21]1=[O:31])[CH:25]=[CH:26][CH:27]=2.C1CCN2C(=NCCC2)CC1>CN(C=O)C.O>[C:16]([O:15][C:13]([N:10]1[CH2:11][CH2:12][CH:7]([CH2:6][N:20]2[C:28]3[N:23]4[C:24](=[N:29][CH:30]=[C:22]4[C:21]2=[O:31])[CH:25]=[CH:26][CH:27]=3)[CH2:8][CH2:9]1)=[O:14])([CH3:19])([CH3:18])[CH3:17]. Procedure: A mixture containing 5.68 g (20.0 mM) of (1-tert-butoxycarbonylpiperidin-4-ylmethyl) methanesulfonate, 4.35 g (20.0 mM) of 1,2-dihydro-1,4,7b-triazacyclopent[cd]inden-2-one.2NaCl, and 3.58 ml (24.0 mM) of DBU in 50 ml of DMF was heated at 80° C. for 2 hours. After completion of the reaction, the reaction mixture was poured in 50 ml of iced water and extracted with 100 ml of ethyl acetate. The organic layer was washed with 50 ml of purified water twice and, then, with 50 ml of saturated aqueous N... As a reaction SMILES: [CH2:1]([c:2]1[cH:3][cH:4][cH:5][cH:6][cH:7]1)[n:8]1[c:9]([CH:20]([CH:21]([CH3:22])[CH3:23])[NH:24][CH2:25][C:26]([CH3:27])([CH3:28])[NH:29][C:30]([c:31]2[cH:32][c:33]([F:38])[c:34]([CH3:37])[cH:35][cH:36]2)=[O:39])[n:10][c:11]2[n:12][c:13]([Cl:19])[cH:14][n:15][c:16]2[c:17]1=[O:18].[P:40]([Cl:41])([Cl:42])([Cl:43])=[O:44]>>[CH2:1]([c:2]1[cH:3][cH:4][cH:5][cH:6][cH:7]1)[n:8]1[c:9]([CH:20]([CH:21]([CH3:22])[CH3:23])[N:24]2[CH2:25][C:26]([CH3:27])([CH3:28])[N:29]=[C:30]2[c:31]2[cH:32][c:33]([F:38])[c:34]([CH3:37])[cH:35][cH:36]2)[n:10][c:11]2[n:12][c:13]([Cl:19])[cH:14][n:15][c:16]2[c:17]1=[O:18]. The product is Cc1ccc(C2=NC(C)(C)CN2C(c2nc3nc(Cl)cnc3c(=O)n2Cc2ccccc2)C(C)C)cc1F. The reactants are Cc1ccc(C(=O)NC(C)(C)CNC(c2nc3nc(Cl)cnc3c(=O)n2Cc2ccccc2)C(C)C)cc1F, O=P(Cl)(Cl)Cl. Reactants: O=C([O-])O, COC[P+](c1ccccc1)(c1ccccc1)c1ccccc1, COC(C)(C)C, CC(C)Oc1ccc(C=O)cc1, [Cl-], [Na+]. Yields the product COC=Cc1ccc(OC(C)C)cc1. RXN SMILES: [C:36](=[O:37])([O-:38])[OH:39].[CH3:2][O:3][CH2:4][P+:5]([c:6]1[cH:7][cH:8][cH:9][cH:10][cH:11]1)([c:12]1[cH:13][cH:14][cH:15][cH:16][cH:17]1)[c:18]1[cH:19][cH:20][cH:21][cH:22][cH:23]1.[CH3:41][O:42][C:43]([CH3:44])([CH3:45])[CH3:46].[CH:24]([CH3:25])([CH3:26])[O:27][c:28]1[cH:29][cH:30][c:31]([CH:32]=[O:33])[cH:34][cH:35]1.[Cl-:1].[Na+:40]>>[CH3:2][O:3][CH:4]=[CH:32][c:31]1[cH:30][cH:29][c:28]([O:27][CH:24]([CH3:25])[CH3:26])[cH:35][cH:34]1. Starting materials: CC(C)([O-])C.[K+] (Potassium tert-butoxide), OC[C@@H](C)[C@H]1CC[C@H]2[C@@H]3CCC4=CC(CC[C@]4(C)[C@H]3CC[C@]12C)=O ((20S)-20-hydroxymethylpregn-4-en-3-one), C(C)(C)O[N+](=O)[O-] (Iso-propylnitrate). Solvent: C(C)(C)(C)O (tert-butanol). Reaction conditions: time 1 minute. The product is OC[C@@H](C)[C@H]1CC[C@H]2[C@@H]3CCC4=C(C(CC[C@]4(C)[C@H]3CC[C@]12C)=O)[N+](=O)[O-] ((20S)-20-hydroxymethyl-4-nitropregn-4-en-3-one). RXN SMILES: CC(C)([O-])C.[K+].[OH:7][CH2:8][C@H:9]([C@@H:11]1[C@:28]2([CH3:29])[C@H:14]([C@H:15]3[C@H:25]([CH2:26][CH2:27]2)[C@:23]2([CH3:24])[C:18](=[CH:19][C:20](=[O:30])[CH2:21][CH2:22]2)[CH2:17][CH2:16]3)[CH2:13][CH2:12]1)[CH3:10].C([O:34][N+:35]([O-])=[O:36])(C)C>C(O)(C)(C)C>[OH:7][CH2:8][C@H:9]([C@@H:11]1[C@:28]2([CH3:29])[C@H:14]([C@H:15]3[C@H:25]([CH2:26][CH2:27]2)[C@:23]2([CH3:24])[C:18](=[C:19]([N+:35]([O-:36])=[O:34])[C:20](=[O:30])[CH2:21][CH2:22]2)[CH2:17][CH2:16]3)[CH2:13][CH2:12]1)[CH3:10] |f:0.1|. Reported procedure: Potassium tert-butoxide (1.70 g, 15 mM) and (20S)-20-hydroxymethylpregn-4-en-3-one (1.65 g, 5 mM) are mixed together in tert-butanol (25 mL), and heated at reflux temperature under argon atmosphere for 75 minutes. Iso-propylnitrate (0.51 mL, 5 mM) is then added to the refluxing reaction mixture, resulting in an exothermic reaction. After one minute, the reaction vessel is removed from heat and allowed to cool to room temperature. The cooled mixture is then made acidic by addition of acetic acid ... Starting materials: C1(CC1)C(=O)C1CC1 (dicyclopropylmethanone), BrC=1C=C(C=CC1)S (3-Bromobenzenethiol), [H-].[Na+] (Sodium hydride), C(CCC)[Li] (n-Butyllithium), Cl (HCl). Solvent: C1CCOC1 (THF). Conditions: temperature -5 celsius. Yields the product C1(CC1)C(O)(C1=CC(=CC=C1)S)C1CC1 (Dicyclopropyl-(3-mercapto-phenyl)-methanol). Reaction SMILES: Br[C:2]1[CH:3]=[C:4]([SH:8])[CH:5]=[CH:6][CH:7]=1.[H-].[Na+].C([Li])CCC.[CH:16]1([C:19]([CH:21]2[CH2:23][CH2:22]2)=[O:20])[CH2:18][CH2:17]1.Cl>C1COCC1>[CH:16]1([C:19]([CH:21]2[CH2:23][CH2:22]2)([C:2]2[CH:7]=[CH:6][CH:5]=[C:4]([SH:8])[CH:3]=2)[OH:20])[CH2:18][CH2:17]1 |f:1.2|. Reported procedure: 3-Bromobenzenethiol (2.0 g, 10.6 mmol) was dissolved in THF (20 mL) and cooled to −5° C. under N2. Sodium hydride (60 wt %, 477 mg, 11.6 mmol) was added portionwise, and the reaction was then cooled to −78° C. n-Butyllithium (2.5M, 4.7 mL, 11.6 mmol) was added over 20 minutes, followed by dicyclopropylmethanone (1.2 mL, 10.6 mmol), and the reaction was slowly warmed to room temperature over 3 hours. The reaction was acidified with 1N aqueous HCl to pH 2, and the reaction mixture was extracted wi... Starting materials: ClCCCS(=O)(=O)NCC(COC(NCCCCCCCCCCCCCCCCCC)=O)OC1=NOC=C1 (3-(3-Chloropropylsulfonylamino)-2-(3-isoxazolyloxy)-1-octadecylcarbamoyloxypropane), C(CCCCCCCCCCCCCCC)SCC(CNS(=O)(=O)CCCI)OC (1-hexadecylthio-3-(3-iodopropylsulfonylamino)-2-methoxypropane). Yields the product ICCCS(=O)(=O)NCC(COC(NCCCCCCCCCCCCCCCCCC)=O)OC1=NOC=C1 (3-(3-iodopropylsulfonylamino)-2-(3-isoxazolyloxy)-1-octadecylcarbamoyloxypropane). Reaction SMILES: Cl[CH2:2][CH2:3][CH2:4][S:5]([NH:8][CH2:9][CH:10]([O:34][C:35]1[CH:39]=[CH:38][O:37][N:36]=1)[CH2:11][O:12][C:13](=[O:33])[NH:14][CH2:15][CH2:16][CH2:17][CH2:18][CH2:19][CH2:20][CH2:21][CH2:22][CH2:23][CH2:24][CH2:25][CH2:26][CH2:27][CH2:28][CH2:29][CH2:30][CH2:31][CH3:32])(=[O:7])=[O:6].C(SCC(OC)CNS(CCC[I:67])(=O)=O)CCCCCCCCCCCCCCC>>[I:67][CH2:2][CH2:3][CH2:4][S:5]([NH:8][CH2:9][CH:10]([O:34][C:35]1[CH:39]=[CH:38][O:37][N:36]=1)[CH2:11][O:12][C:13](=[O:33])[NH:14][CH2:15][CH2:16][CH2:17][CH2:18][CH2:19][CH2:20][CH2:21][CH2:22][CH2:23][CH2:24][CH2:25][CH2:26][CH2:27][CH2:28][CH2:29][CH2:30][CH2:31][CH3:32])(=[O:7])=[O:6]. Procedure: 3-(3-Chloropropylsulfonylamino)-2-(3-isoxazolyloxy)-1-octadecylcarbamoyloxypropane IIIj2 is allowed to react and worked up by the same procedure as described in (5). m.p. 69°-71.5° C. The summary of the experimental condition and the physical data of the product are listed in Table 8.